From a dataset of the Open Reaction Database (ORD), a public repository of structured organic reaction records. describe an organic reaction: reactants, conditions, products, and yield The reactants are CCn1ncc2c(Cl)c3cc(S(C)=O)ccc3nc21, CS(C)=O, NCC1CCCCC1. The product is CCn1ncc2c(NCC3CCCCC3)c3cc(S(C)=O)ccc3nc21. Reaction SMILES: [CH2:1]([CH3:2])[n:3]1[n:4][cH:5][c:6]2[c:7]1[n:8][c:9]1[cH:10][cH:11][c:12]([S:17](=[O:18])[CH3:19])[cH:13][c:14]1[c:15]2[Cl:16].[CH3:28][S:29]([CH3:30])=[O:31].[CH:20]1([CH2:26][NH2:27])[CH2:21][CH2:22][CH2:23][CH2:24][CH2:25]1>>[CH2:1]([CH3:2])[n:3]1[n:4][cH:5][c:6]2[c:7]1[n:8][c:9]1[cH:10][cH:11][c:12]([S:17](=[O:18])[CH3:19])[cH:13][c:14]1[c:15]2[NH:27][CH2:26][CH:20]1[CH2:21][CH2:22][CH2:23][CH2:24][CH2:25]1. The reactants are Br.C(C)(=O)O (hydrogen bromide acetic acid), FC1=C(C=CC(=C1)F)C(CSC#N)=O (2-(2,4-difluorophenyl)-2-oxoethyl thiocyanate), O (Water). The solvent is C(C)(=O)O (acetic acid). Conditions: temperature 130 celsius, time 2 hour. Product: BrC=1SC=C(N1)C1=C(C=C(C=C1)F)F (2-Bromo-4-(2,4-difluorophenyl)-1,3-thiazole). Isolated yield 73.6%. Reaction SMILES: [BrH:1].C(O)(=O)C.[F:6][C:7]1[CH:12]=[C:11]([F:13])[CH:10]=[CH:9][C:8]=1[C:14](=O)[CH2:15][S:16][C:17]#[N:18].O>C(O)(=O)C>[Br:1][C:17]1[S:16][CH:15]=[C:14]([C:8]2[CH:9]=[CH:10][C:11]([F:13])=[CH:12][C:7]=2[F:6])[N:18]=1 |f:0.1|. Reported procedure: A 25% hydrogen bromide/acetic acid (25 ml) solution was added to a solution of 2-(2,4-difluorophenyl)-2-oxoethyl thiocyanate (3.39 g, 15.9 mmol) in acetic acid (25 ml), and the mixture was stirred at 130° C. for 2 hours and stirred at room temperature for 1 hour. Water was poured to the reaction mixture, and crystals were collected by filtration and washed with water to give 3.23 g (73.6%) of the desired product as a solid. Procedure details: A solution of phenol (17 g, 181 mmol) in dry toluene (380 ml) was stirred with sodium pieces (4.15 g, 180 mmol) in a 100° C. oil bath for 2 hours. When hydrogen formation had finished, the oil bath temperature was increased to 130° C. for two more hours. The reaction mixture was cooled to 0° C. transferred to a pressure equalising funnel and added slowly (1 h) to a cold (0° C.) solution of sulfuryl chloride (15 ml, 181 mmol) in toluene (50 ml). The reaction mixture was stirred at room temperatur... Conditions: temperature 130 celsius, time 16 hour. Reaction SMILES: [C:1]1([OH:7])[CH:6]=[CH:5][CH:4]=[CH:3][CH:2]=1.[Na].[H][H].[S:11](Cl)([Cl:14])(=[O:13])=[O:12]>C1(C)C=CC=CC=1>[C:1]1([O:7][S:11]([Cl:14])(=[O:13])=[O:12])[CH:6]=[CH:5][CH:4]=[CH:3][CH:2]=1 |^1:7|. Starting materials: S(=O)(=O)(Cl)Cl (sulfuryl chloride), M-SO2Cl, C1(=CC=CC=C1)O (phenol), [Na] (sodium), [H][H] (hydrogen). The product is C1(=CC=CC=C1)OS(=O)(=O)Cl (Phenylchlorosulfate). Run in C1(=CC=CC=C1)C (toluene), C1(=CC=CC=C1)C (toluene). The reactants are CO, COC1=C(OC)C(=O)C(Cc2ccc(C(=O)Nc3ccc(S(=O)(=O)C(F)(F)F)cc3)c(OC(C)=O)c2)=C(C)C1=O, [Na+], O=C([O-])O. Yields the product COC1=C(OC)C(=O)C(Cc2ccc(C(=O)Nc3ccc(S(=O)(=O)C(F)(F)F)cc3)c(O)c2)=C(C)C1=O. Reaction SMILES: [CH3:46][OH:47].[CH3:6][O:7][C:8]1=[C:13]([O:14][CH3:15])[C:12](=[O:16])[C:11]([CH2:17][c:18]2[cH:19][c:20]([O:40][C:41](=[O:42])[CH3:43])[c:21]([C:22](=[O:23])[NH:24][c:25]3[cH:26][cH:27][c:28]([S:31](=[O:32])(=[O:33])[C:34]([F:35])([F:36])[F:37])[cH:29][cH:30]3)[cH:38][cH:39]2)=[C:10]([CH3:44])[C:9]1=[O:45].[Na+:1].[OH:2][C:3](=[O:4])[O-:5]>>[CH3:6][O:7][C:8]1=[C:13]([O:14][CH3:15])[C:12](=[O:16])[C:11]([CH2:17][c:18]2[cH:19][c:20]([OH:40])[c:21]([C:22](=[O:23])[NH:24][c:25]3[cH:26][cH:27][c:28]([S:31](=[O:32])(=[O:33])[C:34]([F:35])([F:36])[F:37])[cH:29][cH:30]3)[cH:38][cH:39]2)=[C:10]([CH3:44])[C:9]1=[O:45]. The reactants are C(=O)(O)[O-].[Na+] (NaHCO3), NC1=CC=C(C=C1)N1C[C@@H](CC1)NC1=CC=C(C=N1)/C=C/C(=O)OCC (ethyl (2E)-3-(6-{[(3R)-1-(4-aminophenyl)-3-pyrrolidinyl]amino}-3-pyridinyl)acrylate), [PH2](O)=O (phosphinic acid), N(=O)[O-].[Na+] (sodium nitrite). The solvent is O (H2O). Conditions: temperature 4 celsius, time 2 hour. Yields the product C1(=CC=CC=C1)N1C[C@@H](CC1)NC1=CC=C(C=N1)/C=C/C(=O)OCC (ethyl (2E)-3-(6-{[(3R)-1-phenyl-3-pyrrolidinyl]amino}-3-pyridinyl)acrylate). The yield is 28.8%. RXN SMILES: N[C:2]1[CH:7]=[CH:6][C:5]([N:8]2[CH2:12][CH2:11][C@@H:10]([NH:13][C:14]3[N:19]=[CH:18][C:17](/[CH:20]=[CH:21]/[C:22]([O:24][CH2:25][CH3:26])=[O:23])=[CH:16][CH:15]=3)[CH2:9]2)=[CH:4][CH:3]=1.[PH2](=O)O.N([O-])=O.[Na+].C([O-])(O)=O.[Na+]>O>[C:5]1([N:8]2[CH2:12][CH2:11][C@@H:10]([NH:13][C:14]3[N:19]=[CH:18][C:17](/[CH:20]=[CH:21]/[C:22]([O:24][CH2:25][CH3:26])=[O:23])=[CH:16][CH:15]=3)[CH2:9]2)[CH:4]=[CH:3][CH:2]=[CH:7][CH:6]=1 |f:2.3,4.5|. Procedure details: To a mixture of ethyl (2E)-3-(6-{[(3R)-1-(4-aminophenyl)-3-pyrrolidinyl]amino}-3-pyridinyl)acrylate (178 mg) and 50% phosphinic acid (5 mL) was added sodium nitrite (62.7 mg) in H2O at 4° C. The reaction mixture was stirred for 2 hours at 4° C. The resulting mixture was neutralized with saturated NaHCO3 and extracted with chloroform. The organic layer was dried over MgSO4, filtered, and evaporated in vacuo. The residue was purified by column chromatography on silica gel to give ethyl (2E)-3-(6-{... Starting materials: CCOC(=O)C=P(c1ccccc1)(c1ccccc1)c1ccccc1, C1COCCO1, CC(C)(C)OC(=O)N1CCCC(Nc2ccc(CO)cn2)C1. The product is CCOC(=O)C=Cc1ccc(NC2CCCN(C(=O)OC(C)(C)C)C2)nc1. RXN SMILES: [C:23](=[O:24])([O:25][CH2:26][CH3:27])[CH:28]=[P:29]([c:30]1[cH:31][cH:32][cH:33][cH:34][cH:35]1)([c:36]1[cH:37][cH:38][cH:39][cH:40][cH:41]1)[c:42]1[cH:43][cH:44][cH:45][cH:46][cH:47]1.[O:48]1[CH2:49][CH2:50][O:51][CH2:52][CH2:53]1.[OH:1][CH2:2][c:3]1[cH:4][cH:5][c:6]([NH:9][CH:10]2[CH2:11][N:12]([C:16](=[O:17])[O:18][C:19]([CH3:20])([CH3:21])[CH3:22])[CH2:13][CH2:14][CH2:15]2)[n:7][cH:8]1>>[CH:2]([c:3]1[cH:4][cH:5][c:6]([NH:9][CH:10]2[CH2:11][N:12]([C:16](=[O:17])[O:18][C:19]([CH3:20])([CH3:21])[CH3:22])[CH2:13][CH2:14][CH2:15]2)[n:7][cH:8]1)=[CH:28][C:23](=[O:24])[O:25][CH2:26][CH3:27]. Reactants: CC1(OC2=C(C1)C(=C(C(=C2C)C)N)C)CN2CCC(=CC2)C2=CN(C1=CC=CC=C21)C2=CC=CC=C2 (2,3-Dihydro-2,4,6,7-tetramethyl-2-[[1,2,3,6-tetrahydro-4-(1-phenyl-3-indolyl)-1-pyridyl]methyl]-5-benzofuranamine), O1CCCC1 (tetrahydrofuran). The reagents and catalysts are [Pt]=O (platinum oxide). Solvent: CO (methanol). Run at temperature 60 celsius, time 3.5 hour. Product: CC1(OC2=C(C1)C(=C(C(=C2C)C)N)C)CN2CCC(CC2)C2=CN(C1=CC=CC=C21)C2=CC=CC=C2 (2,3-Dihydro-2,4,6,7-tetramethyl-2-[[4-(1-phenyl-3-indolyl)-1-piperidinyl]methyl]-5-benzofuranamine). Reaction SMILES: [CH3:1][C:2]1([CH2:15][N:16]2[CH2:21][CH:20]=[C:19]([C:22]3[C:30]4[C:25](=[CH:26][CH:27]=[CH:28][CH:29]=4)[N:24]([C:31]4[CH:36]=[CH:35][CH:34]=[CH:33][CH:32]=4)[CH:23]=3)[CH2:18][CH2:17]2)[CH2:6][C:5]2[C:7]([CH3:14])=[C:8]([NH2:13])[C:9]([CH3:12])=[C:10]([CH3:11])[C:4]=2[O:3]1.O1CCCC1>[Pt]=O.CO>[CH3:1][C:2]1([CH2:15][N:16]2[CH2:17][CH2:18][CH:19]([C:22]3[C:30]4[C:25](=[CH:26][CH:27]=[CH:28][CH:29]=4)[N:24]([C:31]4[CH:32]=[CH:33][CH:34]=[CH:35][CH:36]=4)[CH:23]=3)[CH2:20][CH2:21]2)[CH2:6][C:5]2[C:7]([CH3:14])=[C:8]([NH2:13])[C:9]([CH3:12])=[C:10]([CH3:11])[C:4]=2[O:3]1. Reported procedure: A mixture of 2,3-Dihydro-2,4,6,7-tetramethyl-2-[[1,2,3,6-tetrahydro-4-(1-phenyl-3-indolyl)-1-pyridyl]methyl]-5-benzofuranamine (0.36 g), platinum oxide (72 mg), tetrahydrofuran (2 mL) and methanol (4 mL) was stirred for 3.5 hours at 60° C. under hydrogen atmosphere. The mixture was cooled, the catalyst was removed by filtration and the filtrate was concentrated in vacuo. The residue was purified by basic silica gel column chromatography (hexane:ethyl acetate=5:1) to afford 2,3-Dihydro-2,4,6,7-te... Starting materials: C1CCOC1, COC(=O)C(CC(C)C)c1cc(-c2ccc(F)cc2)nc(-c2ccc(C(F)(F)F)cc2)c1, [Na+], [OH-], O=C(O)CC(O)(CC(=O)O)C(=O)O. Yields the product CC(C)CC(C(=O)O)c1cc(-c2ccc(F)cc2)nc(-c2ccc(C(F)(F)F)cc2)c1. As a reaction SMILES: [CH2:48]1[O:49][CH2:50][CH2:51][CH2:52]1.[CH3:1][O:2][C:3]([CH:4]([CH2:5][CH:6]([CH3:7])[CH3:8])[c:9]1[cH:10][c:11](-[c:25]2[cH:26][cH:27][c:28]([F:31])[cH:29][cH:30]2)[n:12][c:13](-[c:15]2[cH:16][cH:17][c:18]([C:21]([F:22])([F:23])[F:24])[cH:19][cH:20]2)[cH:14]1)=[O:32].[Na+:47].[OH-:46].[OH:33][C:34]([CH2:35][C:36]([C:37](=[O:38])[OH:39])([CH2:40][C:41](=[O:42])[OH:43])[OH:44])=[O:45]>>[O:2]=[C:3]([CH:4]([CH2:5][CH:6]([CH3:7])[CH3:8])[c:9]1[cH:10][c:11](-[c:25]2[cH:26][cH:27][c:28]([F:31])[cH:29][cH:30]2)[n:12][c:13](-[c:15]2[cH:16][cH:17][c:18]([C:21]([F:22])([F:23])[F:24])[cH:19][cH:20]2)[cH:14]1)[OH:32].